From a dataset of the Open Reaction Database (ORD), a public repository of structured organic reaction records. describe an organic reaction: reactants, conditions, products, and yield Reactants: O=C([O-])[O-], CC(=O)[O-], CC(=O)[O-], Cc1ccccc1, [Cs+], [Cs+], Ic1ccccc1, CC(C)(C)OC(=O)c1ccc(-c2ccccc2)cc1N, [Pd+2]. Yields the product CC(C)(C)OC(=O)c1ccc(-c2ccccc2)cc1Nc1ccccc1. Reaction SMILES: [C:28](=[O:29])([O-:30])[O-:31].[C:34]([O-:35])(=[O:36])[CH3:37].[C:39]([O-:40])(=[O:41])[CH3:42].[CH3:43][c:44]1[cH:45][cH:46][cH:47][cH:48][cH:49]1.[Cs+:32].[Cs+:33].[I:1][c:2]1[cH:3][cH:4][cH:5][cH:6][cH:7]1.[NH2:8][c:9]1[c:10]([C:11](=[O:12])[O:13][C:14]([CH3:15])([CH3:16])[CH3:17])[cH:18][cH:19][c:20](-[c:22]2[cH:23][cH:24][cH:25][cH:26][cH:27]2)[cH:21]1.[Pd+2:38]>>[c:2]1([NH:8][c:9]2[c:10]([C:11](=[O:12])[O:13][C:14]([CH3:15])([CH3:16])[CH3:17])[cH:18][cH:19][c:20](-[c:22]3[cH:23][cH:24][cH:25][cH:26][cH:27]3)[cH:21]2)[cH:3][cH:4][cH:5][cH:6][cH:7]1. RXN SMILES: [Cl:20][c:21]1[c:22]([C:30]([F:31])([F:32])[F:33])[cH:23][c:24]([N:27]=[C:28]=[O:29])[cH:25][cH:26]1.[NH2:1][c:2]1[cH:3][cH:4][c:5]([O:6][c:7]2[c:8]3[c:9]([n:10][cH:11][cH:12]2)[n:13]([CH3:17])[c:14](=[O:16])[nH:15]3)[cH:18][cH:19]1>>[NH:1]([c:2]1[cH:3][cH:4][c:5]([O:6][c:7]2[c:8]3[c:9]([n:10][cH:11][cH:12]2)[n:13]([CH3:17])[c:14](=[O:16])[nH:15]3)[cH:18][cH:19]1)[C:28]([NH:27][c:24]1[cH:23][c:22]([C:30]([F:31])([F:32])[F:33])[c:21]([Cl:20])[cH:26][cH:25]1)=[O:29]. Starting materials: O=C=Nc1ccc(Cl)c(C(F)(F)F)c1, Cn1c(=O)[nH]c2c(Oc3ccc(N)cc3)ccnc21. The product is Cn1c(=O)[nH]c2c(Oc3ccc(NC(=O)Nc4ccc(Cl)c(C(F)(F)F)c4)cc3)ccnc21. Starting materials: C(C)(C)(C)OC(NCCCNC=1SC(=C(N1)C)C(C1=C(C=CC=C1)CC)=O)=O ({3-[5-(2-Ethyl-benzoyl)-4-methyl-thiazol-2-ylamino]-propyl}-carbamic acid tert-butyl ester), S1C(=CC=C1)S(=O)(=O)Cl (thiophene-2-sulfonyl chloride). The product is C(C)C1=C(C(=O)C2=C(N=C(S2)NCCCNS(=O)(=O)C=2SC=CC2)C)C=CC=C1 (Thiophene-2-sulfonic Acid {3-[5-(2-Ethyl-benzoyl)-4-methyl-thiazol-2-ylamino]-propyl}amide). RXN SMILES: C(OC(=O)[NH:7][CH2:8][CH2:9][CH2:10][NH:11][C:12]1[S:13][C:14]([C:18](=[O:27])[C:19]2[CH:24]=[CH:23][CH:22]=[CH:21][C:20]=2[CH2:25][CH3:26])=[C:15]([CH3:17])[N:16]=1)(C)(C)C.[S:29]1[CH:33]=[CH:32][CH:31]=[C:30]1[S:34](Cl)(=[O:36])=[O:35]>>[CH2:25]([C:20]1[CH:21]=[CH:22][CH:23]=[CH:24][C:19]=1[C:18]([C:14]1[S:13][C:12]([NH:11][CH2:10][CH2:9][CH2:8][NH:7][S:34]([C:30]2[S:29][CH:33]=[CH:32][CH:31]=2)(=[O:36])=[O:35])=[N:16][C:15]=1[CH3:17])=[O:27])[CH3:26]. Procedure details: The title compound was prepared from {3-[5-(2-Ethyl-benzoyl)-4-methyl-thiazol-2-ylamino]-propyl}-carbamic acid tert-butyl ester and thiophene-2-sulfonyl chloride according to example BF. Off-white oil, 55%. MS (m/e): 448.1 (M+H, 100%). The product is COC(C(C1=CC=C(C=C1)OCCOC1=CC=C(C=C1)OC1=CC=CC=C1)=O)=O (alpha-oxo-4-[[2-(4-phenoxy-phenoxy)ethyl]oxy]benzeneacetic acid methyl ester). As a reaction SMILES: [CH3:1][O:2][C:3](=[O:13])[C:4](=[O:12])[C:5]1[CH:10]=[CH:9][C:8]([OH:11])=[CH:7][CH:6]=1.[H-].[Na+].S([O-])(=O)(=O)C.[O:21]([C:28]1[CH:37]=[CH:36][C:31]([O:32][CH2:33][CH2:34]O)=[CH:30][CH:29]=1)[C:22]1[CH:27]=[CH:26][CH:25]=[CH:24][CH:23]=1>CN(C)C=O>[CH3:1][O:2][C:3](=[O:13])[C:4](=[O:12])[C:5]1[CH:10]=[CH:9][C:8]([O:11][CH2:34][CH2:33][O:32][C:31]2[CH:36]=[CH:37][C:28]([O:21][C:22]3[CH:27]=[CH:26][CH:25]=[CH:24][CH:23]=3)=[CH:29][CH:30]=2)=[CH:7][CH:6]=1 |f:1.2|. Procedure details: A stirred mixture of 4-hydroxy-alpha-oxobenzeneacetic acid methyl ester (0.724 g) in dimethylformamide (10 mL) under argon was treated with 55% sodium hydride (0.175 g), stirred for 15 minutes and treated with the mesylate of 2-(4-phenoxyphenoxy)ethanol (1.5 g). The mixture was heated at 60° C. overnight and worked up as in Example 20. The material from dichloromethane extraction was purified by HPLC (dichloromethane-hexane; 4:1) and crystallized from diethyl ether-hexane to provide 1.1 g of alp... Conditions: temperature 60 celsius, time 15 minute. The yield is 69.8%. Reactants: COC(C(C1=CC=C(C=C1)O)=O)=O (4-hydroxy-alpha-oxobenzeneacetic acid methyl ester), S(C)(=O)(=O)[O-] (mesylate), O(C1=CC=CC=C1)C1=CC=C(OCCO)C=C1 (2-(4-phenoxyphenoxy)ethanol), [H-].[Na+] (sodium hydride). The solvent is CN(C=O)C (dimethylformamide). Reactants: FC1=NC(=C2N=CN(C2=N1)C(C)C)NCC1=NC=CC=C1 ((2-fluoro-9-isopropyl-9H-purin-6-yl)-pyridin-2-ylmethyl-amine), CCN(C(C)C)C(C)C (DIEA), N[C@@H]([C@H](C)O)CC ((2S,3R)-3-amino-pentan-2-ol). The solvent is CCCCO.CS(=O)C (n-BuOH DMSO). Run at time 72 hour. The product is C(C)(C)N1C2=NC(=NC(=C2N=C1)NCC1=NC=CC=C1)N[C@@H]([C@H](C)O)CC ((2S3R)-3-{9-Isopropyl-6-[(pyridin-2-ylmethyl)-amino]-9H-purin-2-ylamino}-pentan-2-ol). RXN SMILES: F[C:2]1[N:10]=[C:9]2[C:5]([N:6]=[CH:7][N:8]2[CH:11]([CH3:13])[CH3:12])=[C:4]([NH:14][CH2:15][C:16]2[CH:21]=[CH:20][CH:19]=[CH:18][N:17]=2)[N:3]=1.CCN(C(C)C)C(C)C.[NH2:31][C@H:32]([CH2:36][CH3:37])[C@@H:33]([OH:35])[CH3:34]>CCCCO.CS(C)=O>[CH:11]([N:8]1[CH:7]=[N:6][C:5]2[C:9]1=[N:10][C:2]([NH:31][C@H:32]([CH2:36][CH3:37])[C@@H:33]([OH:35])[CH3:34])=[N:3][C:4]=2[NH:14][CH2:15][C:16]1[CH:21]=[CH:20][CH:19]=[CH:18][N:17]=1)([CH3:13])[CH3:12] |f:3.4|. Procedure: To a stirred solution of (2-fluoro-9-isopropyl-9H-purin-6-yl)-pyridin-2-ylmethyl-amine (30 mg, 1 eq, 0.10 mmol) in n-BuOH/DMSO (2.5 mL, 4:1) at room temperature under an argon atmosphere was added DIEA (0.2 mL, 10.96 eq, 1.14 mmol) followed by (2S,3R)-3-amino-pentan-2-ol (60 mg, 5.5 eq, 0.58 mmol). The reaction mixture was placed in a preheated oil bath at 160° C. and stirred at this temperature for 72 h. The reaction mixture was allowed to cool to room temperature and the solvent was evaporated...